From a dataset of the Open Reaction Database (ORD), a public repository of structured organic reaction records. describe an organic reaction: reactants, conditions, products, and yield Reactants: Cc1ccccc1-c1cc(N(Cc2ccccc2)C(=O)OCc2ccccc2)ncc1N(C)C(=O)C(C)(C)c1cc(C(F)(F)F)cc(C(F)(F)F)c1, CO, CN(C)C=O. The product is Cc1ccccc1-c1cc(NCc2ccccc2)ncc1N(C)C(=O)C(C)(C)c1cc(C(F)(F)F)cc(C(F)(F)F)c1. As a reaction SMILES: [CH2:1]([O:2][C:3](=[O:4])[N:10]([c:11]1[n:12][cH:13][c:14]([N:24]([CH3:25])[C:26]([C:27]([CH3:28])([CH3:29])[c:30]2[cH:31][c:32]([C:40]([F:41])([F:42])[F:43])[cH:33][c:34]([C:36]([F:37])([F:38])[F:39])[cH:35]2)=[O:44])[c:15](-[c:17]2[c:18]([CH3:23])[cH:19][cH:20][cH:21][cH:22]2)[cH:16]1)[CH2:45][c:46]1[cH:47][cH:48][cH:49][cH:50][cH:51]1)[c:5]1[cH:6][cH:7][cH:8][cH:9][cH:52]1.[CH3:53][OH:54].[CH3:55][N:56]([CH3:57])[CH:58]=[O:59]>>[NH:10]([c:11]1[n:12][cH:13][c:14]([N:24]([CH3:25])[C:26]([C:27]([CH3:28])([CH3:29])[c:30]2[cH:31][c:32]([C:40]([F:41])([F:42])[F:43])[cH:33][c:34]([C:36]([F:37])([F:38])[F:39])[cH:35]2)=[O:44])[c:15](-[c:17]2[c:18]([CH3:23])[cH:19][cH:20][cH:21][cH:22]2)[cH:16]1)[CH2:45][c:46]1[cH:47][cH:48][cH:49][cH:50][cH:51]1. Starting materials: [Al+3], CCc1noc(C)c1-c1[nH]c2ccccc2c1C(=O)CCN(C)C, [H-], [H-], [H-], [H-], [Li+], C1CCOC1. The product is CCc1noc(C)c1-c1[nH]c2ccccc2c1C(O)CCN(C)C. RXN SMILES: [Al+3:2].[CH3:7][N:8]([CH2:9][CH2:10][C:11](=[O:12])[c:13]1[c:14](-[c:22]2[c:23]([CH2:28][CH3:29])[n:24][o:25][c:26]2[CH3:27])[nH:15][c:16]2[cH:17][cH:18][cH:19][cH:20][c:21]12)[CH3:30].[H-:1].[H-:4].[H-:5].[H-:6].[Li+:3].[O:31]1[CH2:32][CH2:33][CH2:34][CH2:35]1>>[CH3:7][N:8]([CH2:9][CH2:10][CH:11]([OH:12])[c:13]1[c:14](-[c:22]2[c:23]([CH2:28][CH3:29])[n:24][o:25][c:26]2[CH3:27])[nH:15][c:16]2[cH:17][cH:18][cH:19][cH:20][c:21]12)[CH3:30]. The reactants are Cl(=O)[O-].[Na+] (sodium chlorite), O.O.P(=O)(O)(O)[O-].[Na+] (sodium dihydrogen phosphate dihydrate), ClC=1N=C2SC=CN2C1C=O (6-chloro-imidazo[2,1-b]thiazole-5-carbaldehyde). The solvent is O (water), C(C)(C)(C)O (tert.-butanol). Run at time 8 hour. Yields the product ClC=1N=C2SC=CN2C1C(=O)O (6-chloro-imidazo[2,1-b]thiazole-5-carboxylic Acid). As a reaction SMILES: Cl([O-])=O.[Na+].[OH2:5].O.P([O-])(O)(O)=O.[Na+].[Cl:13][C:14]1[N:15]=[C:16]2[N:20]([C:21]=1[CH:22]=[O:23])[CH:19]=[CH:18][S:17]2>O.C(O)(C)(C)C>[Cl:13][C:14]1[N:15]=[C:16]2[N:20]([C:21]=1[C:22]([OH:5])=[O:23])[CH:19]=[CH:18][S:17]2 |f:0.1,2.3.4.5|. Procedure details: A solution of sodium chlorite (230 mmol) and sodium dihydrogen phosphate dihydrate (176 mmol) in water (195 mL) is added dropwise to a solution of 6-chloro-imidazo[2,1-b]thiazole-5-carbaldehyde (26.8 mmol) in tert.-butanol (195 mL) and the mixture is stirred for 8 h at RT. The solvents are partially removed in vacuo and the obtained precipitate is filtered off. The filtrate is made acidic and the obtained precipitate is filtered off to give the desired product as a white solid. The reactants are Cl.NC1=CC=C(C=C1)N1C(C(NC=2C3=C(C=CC12)C=CC=C3)=O)=O (4-(4-Aminophenyl)-1,4-dihydrobenzo[f]quinoxaline-2,3-dione hydrochloride), [N+](=O)([O-])C1=C(C=CC=C1)S(=O)(=O)Cl (2-nitrobenzenesulfonyl chloride). Product: O=C1C(N(C=2C=CC3=C(C2N1)C=CC=C3)C3=CC=C(C=C3)NS(=O)(=O)C3=C(C=CC=C3)[N+](=O)[O-])=O (N-[4-(2,3-Dioxo-2,3-dihydrobenzo[f]quinoxalin-4(1H)-yl)phenyl]-2-nitrobenzenesulfonamide). The yield is 45.2%. RXN SMILES: Cl.[NH2:2][C:3]1[CH:8]=[CH:7][C:6]([N:9]2[C:18]3[CH:17]=[CH:16][C:15]4[CH:19]=[CH:20][CH:21]=[CH:22][C:14]=4[C:13]=3[NH:12][C:11](=[O:23])[C:10]2=[O:24])=[CH:5][CH:4]=1.[N+:25]([C:28]1[CH:33]=[CH:32][CH:31]=[CH:30][C:29]=1[S:34](Cl)(=[O:36])=[O:35])([O-:27])=[O:26]>>[O:23]=[C:11]1[NH:12][C:13]2[C:14]3[CH:22]=[CH:21][CH:20]=[CH:19][C:15]=3[CH:16]=[CH:17][C:18]=2[N:9]([C:6]2[CH:7]=[CH:8][C:3]([NH:2][S:34]([C:29]3[CH:30]=[CH:31][CH:32]=[CH:33][C:28]=3[N+:25]([O-:27])=[O:26])(=[O:35])=[O:36])=[CH:4][CH:5]=2)[C:10]1=[O:24] |f:0.1|. Procedure details: 4-(4-Aminophenyl)-1,4-dihydrobenzo[f]quinoxaline-2,3-dione hydrochloride (80 mg, 0.24 mmol) and 2-nitrobenzenesulfonyl chloride (78 mg, 0.35 mmol) were used in a process similar to Example 9 to give the titled compound (53 mg, yield 46%) as a white solid. Isolated yield 87.1%. The solvent is CCO (EtOH). Reactants: C(C)OC(=O)C1(CC2=CC=CC=C2C1)NC(=O)C1=CC=CC=2CCOC21 (2-[(2,3-Dihydro-benzofuran-7-carbonyl)-amino]-indan-2-carboxylic acid ethyl ester), [OH-].[K+] (KOH), O (water). Reaction conditions: time 8 hour. Procedure: The mixture of 2-[(2,3-Dihydro-benzofuran-7-carbonyl)-amino]-indan-2-carboxylic acid ethyl ester (39) (250 mg, 0.71 mmol) and KOH (600 mg, 10.7 mmol) is dissolved in EtOH (5 mL) and water (1 mL) under a water bath. The water bath is removed when KOH is completely dissolved and the resulting reaction solution is stirred at RT overnight. After concentration in vacuo, the residue is dissolved in water (30 mL) and acidified with conc. HCl until no more white precipitate came out of the water. The pr... Product: O1CCC2=C1C(=CC=C2)C(=O)NC2(CC1=CC=CC=C1C2)C(=O)O (2-[(2,3-Dihydro-benzofuran-7-carbonyl)-amino]-indan-2-carboxylic acid). As a reaction SMILES: C([O:3][C:4]([C:6]1([NH:15][C:16]([C:18]2[C:26]3[O:25][CH2:24][CH2:23][C:22]=3[CH:21]=[CH:20][CH:19]=2)=[O:17])[CH2:14][C:13]2[C:8](=[CH:9][CH:10]=[CH:11][CH:12]=2)[CH2:7]1)=[O:5])C.[OH-].[K+].O>CCO>[O:25]1[C:26]2[C:18]([C:16]([NH:15][C:6]3([C:4]([OH:5])=[O:3])[CH2:14][C:13]4[C:8](=[CH:9][CH:10]=[CH:11][CH:12]=4)[CH2:7]3)=[O:17])=[CH:19][CH:20]=[CH:21][C:22]=2[CH2:23][CH2:24]1 |f:1.2|.